This data is from the Open Reaction Database (ORD), a public repository of structured organic reaction records. The task is: describe an organic reaction: reactants, conditions, products, and yield The reactants are N1C=NC2=C1C=C(C=C2)C2=NN=C(O2)S (5-(1H-benzo[d]imidazol-6-yl)-1,3,4-oxadiazole-2-thiol), TEA, C(CCCCCCC)Br (octylbromide). Run in CCO (EtOH). The product is C(CCCCCCC)SC1=NN=C(O1)C1=CC2=C(NC=N2)C=C1 (5-(5-(Octylthio)-1,3,4-oxadiazol-2-yl)-1H-benzo[d]imidazole). RXN SMILES: [NH:1]1[C:5]2[CH:6]=[C:7]([C:10]3[O:14][C:13]([SH:15])=[N:12][N:11]=3)[CH:8]=[CH:9][C:4]=2[N:3]=[CH:2]1.[CH2:16](Br)[CH2:17][CH2:18][CH2:19][CH2:20][CH2:21][CH2:22][CH3:23]>CCO>[CH2:16]([S:15][C:13]1[O:14][C:10]([C:7]2[CH:8]=[CH:9][C:4]3[NH:3][CH:2]=[N:1][C:5]=3[CH:6]=2)=[N:11][N:12]=1)[CH2:17][CH2:18][CH2:19][CH2:20][CH2:21][CH2:22][CH3:23]. Procedure: 1 (0.33 g, 1.5 mmol), TEA (0.209 mL, 1.5 mmol) and octylbromide (0.258 mL, 1.5 mmol) were dissolved in 10 mL of EtOH and kept under reflux overnight. The solvent was removed and the remaining oil was purified by flash-chromatography on silica gel, applying a CHCl3/MeOH gradient. Starting materials: C(C)N(C(C)C)C(C)C (ethyldiisopropylamine), Cl.COC(C[C@@H]1CC[C@H](CC1)C1=CC=C(C=C1)NC(CCN)=O)=O (Trans-{4-[4-(3-aminopropionylamino)phenyl]cyclohexyl}acetic acid methyl ester HCl salt), C=1C=CC2=C(C1)N=NN2O (HOBt), CCN=C=NCCCN(C)C (EDCI), C1(=CC=C(C=C1)C(=O)O)C1=CC=CC=C1 (biphenyl-4-carboxylic acid), C(=O)(O)[O-].[Na+] (NaHCO3). Solvent: ClCCl (dichloromethane). Reaction conditions: time 24 hour. Yields the product COC(C[C@@H]1CC[C@H](CC1)C1=CC=C(C=C1)NC(CCNC(=O)C1=CC=C(C=C1)C1=CC=CC=C1)=O)=O (trans-[4-(4-{3-[(biphenyl-4-carbonyl)-amino]-propionylamino}-phenyl)-cyclohexyl]-acetic acid methyl ester). Yield: 91.0%. As a reaction SMILES: Cl.[CH3:2][O:3][C:4](=[O:24])[CH2:5][C@H:6]1[CH2:11][CH2:10][C@H:9]([C:12]2[CH:17]=[CH:16][C:15]([NH:18][C:19](=[O:23])[CH2:20][CH2:21][NH2:22])=[CH:14][CH:13]=2)[CH2:8][CH2:7]1.CCN=C=NCCCN(C)C.[C:36]1([C:45]2[CH:50]=[CH:49][CH:48]=[CH:47][CH:46]=2)[CH:41]=[CH:40][C:39]([C:42](O)=[O:43])=[CH:38][CH:37]=1.C1C=CC2N(O)N=NC=2C=1.C(N(C(C)C)C(C)C)C.C([O-])(O)=O.[Na+]>ClCCl>[CH3:2][O:3][C:4](=[O:24])[CH2:5][C@H:6]1[CH2:7][CH2:8][C@H:9]([C:12]2[CH:13]=[CH:14][C:15]([NH:18][C:19](=[O:23])[CH2:20][CH2:21][NH:22][C:42]([C:39]3[CH:40]=[CH:41][C:36]([C:45]4[CH:46]=[CH:47][CH:48]=[CH:49][CH:50]=4)=[CH:37][CH:38]=3)=[O:43])=[CH:16][CH:17]=2)[CH2:10][CH2:11]1 |f:0.1,6.7|. Reported procedure: Trans-{4-[4-(3-aminopropionylamino)phenyl]cyclohexyl}acetic acid methyl ester HCl salt (50 mg, 0.141 mmol), EDCI (67.54 mg, 0.352 mmol), biphenyl-4-carboxylic acid (30.73 mg, 0.155 mmol), HOBt (28.56 mg, 0.211 mmol) and ethyldiisopropylamine (63.90 mg, 0.493 mmol) were put into dichloromethane solvent (10 mL) and stirred at room temperature for 24 hours. After the reaction, aqueous NaHCO3 was added thereto, and extracted with dichloromethane. The organic layer was washed with brine, then the pro...